This data is from the Open Reaction Database (ORD), a public repository of structured organic reaction records. The task is: describe an organic reaction: reactants, conditions, products, and yield The reactants are B, COCC(=O)N1CC(C(=O)OC)N(S(=O)(=O)c2ccc(OC)cc2)Cc2ccccc21, CO, C1CCOC1. Product: COCCN1CC(C(=O)OC)N(S(=O)(=O)c2ccc(OC)cc2)Cc2ccccc21. RXN SMILES: [BH3:32].[CH3:1][O:2][CH2:3][C:4](=[O:5])[N:6]1[CH2:7][CH:8]([C:28](=[O:29])[O:30][CH3:31])[N:9]([S:17](=[O:18])(=[O:19])[c:20]2[cH:21][cH:22][c:23]([O:26][CH3:27])[cH:24][cH:25]2)[CH2:10][c:11]2[c:12]1[cH:13][cH:14][cH:15][cH:16]2.[CH3:33][OH:34].[O:35]1[CH2:36][CH2:37][CH2:38][CH2:39]1>>[CH3:1][O:2][CH2:3][CH2:4][N:6]1[CH2:7][CH:8]([C:28](=[O:29])[O:30][CH3:31])[N:9]([S:17](=[O:18])(=[O:19])[c:20]2[cH:21][cH:22][c:23]([O:26][CH3:27])[cH:24][cH:25]2)[CH2:10][c:11]2[c:12]1[cH:13][cH:14][cH:15][cH:16]2. Reactants: [OH-].C(CCC)[N+](CCCC)(CCCC)CCCC (tetra-n-butylammonium hydroxide), [OH-].[Na+] (sodium hydroxide), ClC=1C=NN(C1)O (4-chloro-1-hydroxypyrazole), ClCSC#N (chloromethyl thiocyanate). Solvent: C(Cl)Cl (methylene chloride). Run at time 24 hour. Product: ClC=1C=NN(C1)OCSC#N (4-chloro-1-[(thiocyanato)-methoxy]-pyrazole). Isolated yield 71.6%. As a reaction SMILES: [OH-].[Na+].[Cl:3][C:4]1[CH:5]=[N:6][N:7]([OH:9])[CH:8]=1.Cl[CH2:11][S:12][C:13]#[N:14].[OH-].C([N+](CCCC)(CCCC)CCCC)CCC>C(Cl)Cl>[Cl:3][C:4]1[CH:5]=[N:6][N:7]([O:9][CH2:11][S:12][C:13]#[N:14])[CH:8]=1 |f:0.1,4.5|. Reported procedure: 50 ml of a 5% strength aqueous sodium hydroxide solution were added to 5 g (42 mMol) of 4-chloro-1-hydroxypyrazole, 13.5 g (126 mMol) of chloromethyl thiocyanate and 50 ml of methylene chloride. After the addition of 1 g (4 mMol) of tetra-n-butylammonium hydroxide, the mixture was stirred at room temperature for 24 hours. Thereafter, the organic phase was separated off, dried and evaporated down. Distillation of the residue under reduced pressure (airbath at 140° C./3 mbar) gave 5.7 g (71% of th... Reactants: COc1ccccc1-c1ccc2cnc(S(C)=O)nn12, CN1CCCC1=O, Nc1ccc(N2CCOCC2)nc1. The product is COc1ccccc1-c1ccc2cnc(Nc3ccc(N4CCOCC4)nc3)nn12. As a reaction SMILES: [CH3:1][S:2](=[O:3])[c:4]1[n:5][n:6]2[c:7]([cH:8][n:9]1)[cH:10][cH:11][c:12]2-[c:13]1[c:14]([O:19][CH3:20])[cH:15][cH:16][cH:17][cH:18]1.[CH3:34][N:35]1[CH2:36][CH2:37][CH2:38][C:39]1=[O:40].[O:21]1[CH2:22][CH2:23][N:24]([c:27]2[cH:28][cH:29][c:30]([NH2:33])[cH:31][n:32]2)[CH2:25][CH2:26]1>>[c:4]1([NH:33][c:30]2[cH:29][cH:28][c:27]([N:24]3[CH2:23][CH2:22][O:21][CH2:26][CH2:25]3)[n:32][cH:31]2)[n:5][n:6]2[c:7]([cH:8][n:9]1)[cH:10][cH:11][c:12]2-[c:13]1[c:14]([O:19][CH3:20])[cH:15][cH:16][cH:17][cH:18]1. Reactants: COCCBr, CCOC(=O)c1[nH]c2ccccc2c1Cc1cccc2ccccc12, CN(C)C=O, [H-], [Na+]. Product: CCOC(=O)c1c(Cc2cccc3ccccc23)c2ccccc2n1CCOC. As a reaction SMILES: [Br:28][CH2:29][CH2:30][O:31][CH3:32].[CH2:1]([CH3:2])[O:3][C:4](=[O:5])[c:6]1[nH:7][c:8]2[cH:9][cH:10][cH:11][cH:12][c:13]2[c:14]1[CH2:15][c:16]1[cH:17][cH:18][cH:19][c:20]2[cH:21][cH:22][cH:23][cH:24][c:25]12.[CH3:33][N:34]([CH3:35])[CH:36]=[O:37].[H-:27].[Na+:26]>>[CH2:1]([CH3:2])[O:3][C:4](=[O:5])[c:6]1[n:7]([CH2:29][CH2:30][O:31][CH3:32])[c:8]2[cH:9][cH:10][cH:11][cH:12][c:13]2[c:14]1[CH2:15][c:16]1[cH:17][cH:18][cH:19][c:20]2[cH:21][cH:22][cH:23][cH:24][c:25]12.